This data is from the Open Reaction Database (ORD), a public repository of structured organic reaction records. The task is: describe an organic reaction: reactants, conditions, products, and yield Reactants: CC(C)(O)c1ccc(Br)cc1Cl, CI, [H-], [Na+], CN(C)C=O, O. As a reaction SMILES: [Br:1][c:2]1[cH:3][c:4]([Cl:12])[c:5]([C:8]([CH3:9])([CH3:10])[OH:11])[cH:6][cH:7]1.[CH3:15][I:16].[H-:13].[Na+:14].[O:18]=[CH:19][N:20]([CH3:21])[CH3:22].[OH2:17]>>[Br:1][c:2]1[cH:3][c:4]([Cl:12])[c:5]([C:8]([CH3:9])([CH3:10])[O:11][CH3:15])[cH:6][cH:7]1. The product is COC(C)(C)c1ccc(Br)cc1Cl. Starting materials: C1(=CC=CC=C1)COC(=O)N1CCC(CC1)C1=C(C=C(C=C1)N1C(O[C@H](C1)CNC(C)=O)=O)F ((S)-(−)-4-[4-[5-[(acetylamino)methyl]-2-oxo-3-oxazolidinyl]-2-fluorophenyl]-1-piperidinecarboxylic acid phenylmethyl ester), FC(C(=O)O)(F)F (trifluoroacetic acid). The solvent is C(Cl)Cl (methylene chloride). Conditions: temperature 0 celsius, time 1.75 hour. Product: O=C1O[C@H](CN1C1=CC(=C(C=C1)C1CCNCC1)F)CNC(C)=O ((S)-(−)-N-[[2-Oxo-3-[4-(4-piperidinyl)-3-fluorophenyl]-5-oxazolidinyl]methyl]acetamide). As a reaction SMILES: C1(COC([N:11]2[CH2:16][CH2:15][CH:14]([C:17]3[CH:22]=[CH:21][C:20]([N:23]4[CH2:27][C@H:26]([CH2:28][NH:29][C:30](=[O:32])[CH3:31])[O:25][C:24]4=[O:33])=[CH:19][C:18]=3[F:34])[CH2:13][CH2:12]2)=O)C=CC=CC=1.FC(F)(F)C(O)=O>C(Cl)Cl>[O:33]=[C:24]1[N:23]([C:20]2[CH:21]=[CH:22][C:17]([CH:14]3[CH2:13][CH2:12][NH:11][CH2:16][CH2:15]3)=[C:18]([F:34])[CH:19]=2)[CH2:27][C@H:26]([CH2:28][NH:29][C:30](=[O:32])[CH3:31])[O:25]1. Procedure details: A solution of (S)-(−)-4-[4-[5-[(acetylamino)methyl]-2-oxo-3-oxazolidinyl]-2-fluorophenyl]-1-piperidinecarboxylic acid phenylmethyl ester (EXAMPLE 20, Step 9, 10.44 g) in dry methylene chloride (100 mL) at 0° C. under N2 is treated with trifluoroacetic acid (24.0 mL) over one minute, and the resulting mixture is stirred at 0° C. for 1.75 hours, concentrated under reduced pressure, diluted with water (100 mL), cooled in an ice bath, adjusted to pH 11 with saturated aqueous potassium carbonate, and... The reactants are C(C)(C)(C)OC(NCC=1N(C(C2=CC=C(C=C2C1OCCCC)C=1OC=CC1)=O)CC(C)C)=O (Tert-butyl[4-butoxy-6-(2-furyl)-2-isobutyl-1-oxo-1,2-dihydro-3-isoquinolinyl]methylcarbamate), Cl (hydrogen chloride). Solvent: C(C)(=O)OCC (ethyl acetate). Reaction conditions: time 2 hour. Yields the product Cl.NCC=1N(C(C2=CC=C(C=C2C1OCCCC)C=1OC=CC1)=O)CC(C)C (3-(aminomethyl)-4-butoxy-6-(2-furyl)-2-isobutyl-1(2H)-isoquinolinone hydrochloride). Yield: 91.7%. As a reaction SMILES: C(OC(=O)[NH:7][CH2:8][C:9]1[N:10]([CH2:30][CH:31]([CH3:33])[CH3:32])[C:11](=[O:29])[C:12]2[C:17]([C:18]=1[O:19][CH2:20][CH2:21][CH2:22][CH3:23])=[CH:16][C:15]([C:24]1[O:25][CH:26]=[CH:27][CH:28]=1)=[CH:14][CH:13]=2)(C)(C)C.[ClH:35]>C(OCC)(=O)C>[ClH:35].[NH2:7][CH2:8][C:9]1[N:10]([CH2:30][CH:31]([CH3:32])[CH3:33])[C:11](=[O:29])[C:12]2[C:17]([C:18]=1[O:19][CH2:20][CH2:21][CH2:22][CH3:23])=[CH:16][C:15]([C:24]1[O:25][CH:26]=[CH:27][CH:28]=1)=[CH:14][CH:13]=2 |f:3.4|. Procedure details: Tert-butyl[4-butoxy-6-(2-furyl)-2-isobutyl-1-oxo-1,2-dihydro-3-isoquinolinyl]methylcarbamate (0.28 g, 0.6 mmol) was dissolved in a solution of 4N hydrogen chloride in ethyl acetate (5 ml). The solution was stirred at room temperature for 2 h. The reaction was concentrated under reduced pressure, and the residue was crystallized from ethyl acetate-diisopropyl ether to give 3-(aminomethyl)-4-butoxy-6-(2-furyl)-2-isobutyl-1(2H)-isoquinolinone hydrochloride (0.22 g, 91.7%) as crystals. Solvent: C1CCCCC1 (cyclohexane), C(C)OCC (diethyl ether), S(=O)(Cl)Cl (thionyl chloride). Procedure: 15 g (0.06 moles) of 2,6-dichloro-3-nitrophenylacetic acid were suspended in 30 ml of cyclohexane and 20 ml of thionyl chloride. The whole was refluxed until the evolution of gas was complete. Subsequently, excess thionyl chloride and cyclohexane were distilled off. The resulting acid chloride was dissolved in 50 ml of absolute toluene and, while stirring, at a temperature of 30° C., added dropwise to a mixture of 11 g (0.06 moles) of 3-iodopropynol, 4.75 g of pyridine and 50 g of toluene. After... The product is IC(C#C)OC(CC1=C(C(=CC=C1Cl)[N+](=O)[O-])Cl)=O (2,6-dichloro-3-nitrophenylacetic acid iodopropargyl ester). Conditions: temperature 30 celsius. The yield is 61.7%. RXN SMILES: [Cl:1][C:2]1[C:7]([N+:8]([O-:10])=[O:9])=[CH:6][CH:5]=[C:4]([Cl:11])[C:3]=1[CH2:12][C:13]([OH:15])=[O:14].[I:16][CH2:17][C:18]#[C:19]O.N1C=CC=CC=1.C1(C)C=CC=CC=1>C1CCCCC1.S(Cl)(Cl)=O.C(OCC)C>[I:16][CH:17]([O:14][C:13](=[O:15])[CH2:12][C:3]1[C:4]([Cl:11])=[CH:5][CH:6]=[C:7]([N+:8]([O-:10])=[O:9])[C:2]=1[Cl:1])[C:18]#[CH:19]. The reactants are ICC#CO (3-iodopropynol), N1=CC=CC=C1 (pyridine), C1(=CC=CC=C1)C (toluene), ClC1=C(C(=CC=C1[N+](=O)[O-])Cl)CC(=O)O (2,6-dichloro-3-nitrophenylacetic acid). Starting materials: ( B ), C(C)[Mg]Br (ethyl magnesium bromide), C[Mg]Br (methyl magnesium bromide), C(CCCCCCCC=CCC=CCC=CCC)OC1=CC=C(O1)C(=O)O (5-(9,12,15-octadecatrien-1-yloxy)-2-furoic acid), C(CCCCCCCCCCCCC)OC1=CC=C(O1)C(=O)O (5-(tetradecyloxy)-2-furoic acid). The product is C(CCCCCCCC=CCC=CCC=CCC)OC1=CC=C(O1)C(=O)CC (ethyl 5-(9,12,15-octadecatrien-1-yloxy)-2-furyl ketone). Reaction SMILES: [CH2:1]([O:19][C:20]1[O:24][C:23]([C:25]([OH:27])=O)=[CH:22][CH:21]=1)[CH2:2][CH2:3][CH2:4][CH2:5][CH2:6][CH2:7][CH2:8][CH:9]=[CH:10][CH2:11][CH:12]=[CH:13][CH2:14][CH:15]=[CH:16][CH2:17][CH3:18].[CH2:28](OC1OC(C(O)=O)=CC=1)[CH2:29]CCCCCCCCCCCC.C([Mg]Br)C.C[Mg]Br>>[CH2:1]([O:19][C:20]1[O:24][C:23]([C:25]([CH2:28][CH3:29])=[O:27])=[CH:22][CH:21]=1)[CH2:2][CH2:3][CH2:4][CH2:5][CH2:6][CH2:7][CH2:8][CH:9]=[CH:10][CH2:11][CH:12]=[CH:13][CH2:14][CH:15]=[CH:16][CH2:17][CH3:18]. Reported procedure: When in the procedure of Example 1 (B) an appropriate amount of 5-(9,12,15-octadecatrien-1-yloxy)-2-furoic acid is substituted for 5-(tetradecyloxy)-2-furoic acid, and an appropriate amount of ethyl magnesium bromide is substituted for methyl magnesium bromide, ethyl 5-(9,12,15-octadecatrien-1-yloxy)-2-furyl ketone is obtained. Starting materials: [H-].[Na+] (sodium hydride), C(CC(=O)OCC)(=O)OCC (diethyl malonate), [H-].[Na+] (sodium hydride), CC1=C(C(=O)O)C=CC=N1 (2-methyl-nicotinic acid), ClC(=O)OCC (Ethyl chloroformate), anhydride. Run in C(C)(=O)O (acetic acid), C1CCOC1 (THF), C1CCOC1 (THF). Reaction conditions: time 1 hour. Yields the product C(C)OC(C(C(=O)OCC)C(=O)C=1C(=NC=CC1)C)=O (2-(2-methyl-pyridine-3-carbonyl)-malonic acid diethyl ester). Yield: 87.3%. Reaction SMILES: [CH3:1][C:2]1[N:10]=[CH:9][CH:8]=[CH:7][C:3]=1[C:4]([OH:6])=O.[H-].[Na+].ClC(OCC)=O.[C:19]([O:27][CH2:28][CH3:29])(=[O:26])[CH2:20][C:21]([O:23][CH2:24][CH3:25])=[O:22]>C1COCC1.C(O)(=O)C>[CH2:24]([O:23][C:21](=[O:22])[CH:20]([C:4]([C:3]1[C:2]([CH3:1])=[N:10][CH:9]=[CH:8][CH:7]=1)=[O:6])[C:19]([O:27][CH2:28][CH3:29])=[O:26])[CH3:25] |f:1.2|. Procedure: To a slurry of 2-methyl-nicotinic acid (10.2 g, 74.45 mmol) in THF (30 mL) chilled to −10° C. was added sodium hydride (60% in mineral oil; 3.89 g, 89.3 mmol) portionwise and the reaction mixture stirred till no further gas evolution was noticed. Ethyl chloroformate (6.0 mL, 74.45 mmol) was added slowly at the same temperature and stirring continued for another 1 h, whereby a thick white slurry developed. Simultaneously, in a separate vessel, diethyl malonate (11.9 mL, 74.45 mmol) was added drop...